This data is from the Open Reaction Database (ORD), a public repository of structured organic reaction records. The task is: describe an organic reaction: reactants, conditions, products, and yield Procedure details: 2-(7-Chloro-6-fluoroquinolin-2-yl)methoxy-11-hydroxy-8-(2-acetylethyl)-6,11-dihydrodibenz[b,e]oxepine and 3-mercaptopropionic acid were used and reacted in the same manner as in Example 1 to obtain the title compound. Reactants: ClC1=C(C=C2C=CC(=NC2=C1)COC1=CC2=C(OCC3=C(C2O)C=CC(=C3)CCC(C)=O)C=C1)F (2-(7-Chloro-6-fluoroquinolin-2-yl)methoxy-11-hydroxy-8-(2-acetylethyl)-6,11-dihydrodibenz[b,e]oxepine), SCCC(=O)O (3-mercaptopropionic acid). Reaction SMILES: [Cl:1][C:2]1[CH:11]=[C:10]2[C:5]([CH:6]=[CH:7][C:8]([CH2:12][O:13][C:14]3[CH:34]=[CH:33][C:17]4[O:18][CH2:19][C:20]5[CH:27]=[C:26]([CH2:28][CH2:29][C:30](=[O:32])[CH3:31])[CH:25]=[CH:24][C:21]=5[CH:22](O)[C:16]=4[CH:15]=3)=[N:9]2)=[CH:4][C:3]=1[F:35].[SH:36][CH2:37][CH2:38][C:39]([OH:41])=[O:40]>>[C:39]([CH2:38][CH2:37][S:36][CH:22]1[C:21]2[CH:24]=[CH:25][C:26]([CH2:28][CH2:29][C:30](=[O:32])[CH3:31])=[CH:27][C:20]=2[CH2:19][O:18][C:17]2[CH:33]=[CH:34][C:14]([O:13][CH2:12][C:8]3[CH:7]=[CH:6][C:5]4[C:10](=[CH:11][C:2]([Cl:1])=[C:3]([F:35])[CH:4]=4)[N:9]=3)=[CH:15][C:16]1=2)([OH:41])=[O:40]. The product is C(=O)(O)CCSC1C2=C(OCC3=C1C=CC(=C3)CCC(C)=O)C=CC(=C2)OCC2=NC3=CC(=C(C=C3C=C2)F)Cl (11-(2-Carboxyethylthio)-2-(7-chloro-6-fluoroquinolin-2-yl)methoxy-8-(2-acetylethyl)-6,11-dihydrodibenz[b,e]oxepine). Reactants: BrCC=1CS([C@H]2N(C1C(=O)OC(C)(C)C)C(C2NC(CC2=CC=CC=C2)=O)=O)=O (t-butyl 3-bromomethyl-7-phenylacetamido-3-cephem-4-carboxylate-1-oxide). Procedure: A solution of 37.3 g of t-butyl 3-bromomethyl-7-phenylacetamido-3-cephem-4-carboxylate-1-oxide in 130 ml of trifluoroacetic acid was stirred for 15 minutes at room temperature and then the solvent was removed by evaporation under vacuo. After addition of 100 ml of 1,2-dichloroethane, evaporation to dryness was repeated. Ether was added to the residue and the crystals were vacuum filtered, washed with ether and dried under vacuo to obtain 33.7 g of 3-bromomethyl-7-phenylacetamido-3-cephem-4-carbo... Run in FC(C(=O)O)(F)F (trifluoroacetic acid). Yields the product BrCC=1CS([C@H]2N(C1C(=O)O)C(C2NC(CC2=CC=CC=C2)=O)=O)=O (3-bromomethyl-7-phenylacetamido-3-cephem-4-carboxylic acid-1-oxide). Reaction SMILES: [Br:1][CH2:2][C:3]1[CH2:4][S:5](=[O:29])[C@@H:6]2[CH:17]([NH:18][C:19](=[O:27])[CH2:20][C:21]3[CH:26]=[CH:25][CH:24]=[CH:23][CH:22]=3)[C:16](=[O:28])[N:7]2[C:8]=1[C:9]([O:11]C(C)(C)C)=[O:10]>FC(F)(F)C(O)=O>[Br:1][CH2:2][C:3]1[CH2:4][S:5](=[O:29])[C@@H:6]2[CH:17]([NH:18][C:19](=[O:27])[CH2:20][C:21]3[CH:26]=[CH:25][CH:24]=[CH:23][CH:22]=3)[C:16](=[O:28])[N:7]2[C:8]=1[C:9]([OH:11])=[O:10]. Isolated yield 102.2%. The reactants are ClCCOC=1C=CC(=C(C1)N)CS(=O)(=O)C1=CC=CC2=CC=CC=C12 (5-(2-chloro-ethoxy)-2-(naphthalene-1-sulfonylmethyl)-phenyl amine), Cl (HCl), N(=O)[O-].[Na+] (sodium nitrite), C([O-])(O)=O.[Na+] (sodium bicarbonate). Run in C1CCOC1 (THF), O (H2O). Reaction conditions: temperature 3 celsius. Yields the product ClCCOC1=CC=C2C(=NNC2=C1)S(=O)(=O)C1=CC=CC2=CC=CC=C12 (6-(2-Chloro-ethoxy)-3-(naphthalene-1-sulfonyl)-1H-indazole), solid. Isolated yield 97.0%. Reaction SMILES: [Cl:1][CH2:2][CH2:3][O:4][C:5]1[CH:6]=[CH:7][C:8]([CH2:12][S:13]([C:16]2[C:25]3[C:20](=[CH:21][CH:22]=[CH:23][CH:24]=3)[CH:19]=[CH:18][CH:17]=2)(=[O:15])=[O:14])=[C:9]([NH2:11])[CH:10]=1.Cl.[N:27]([O-])=O.[Na+].C(=O)(O)[O-].[Na+]>C1COCC1.O>[Cl:1][CH2:2][CH2:3][O:4][C:5]1[CH:10]=[C:9]2[C:8]([C:12]([S:13]([C:16]3[C:25]4[C:20](=[CH:21][CH:22]=[CH:23][CH:24]=4)[CH:19]=[CH:18][CH:17]=3)(=[O:15])=[O:14])=[N:27][NH:11]2)=[CH:7][CH:6]=1 |f:2.3,4.5|. Procedure details: A mixture of 5-(2-chloro-ethoxy)-2-(naphthalene-1-sulfonylmethyl)-phenyl amine (0.74 g, 1.99 mmoles) in THF (5 mL), and 4M HCl (10 mL) was stirred in a round bottom flask, under nitrogen, at 3° C. A solution of sodium nitrite (0.14 g, 2.08 mmoles) in H2O (1 mL) was added dropwise. The reaction mixture was poured into a cold solution of saturated sodium bicarbonate (100 mL) and extracted with EtOAc. Compound was dried over Na2SO4, and concentrated under vacuum to afford the title compound as an o...